Dataset: the Open Reaction Database (ORD), a public repository of structured organic reaction records. Task: describe an organic reaction: reactants, conditions, products, and yield Procedure details: 200 mg of thionyl chloride are added to 390 mg of the compound of Example 1 dissolved in 100 ml of anhydrous methanol and the solution is then maintained at 40° C. under argon for 16 hours. After evaporation under vacuum, the residue is purified on a column of silica, using a mixture of cyclohexane and ethyl acetate (10:1 v/v) as eluent. 4-(2,4-Dichlorophenyl)-5-methyl-2-{N-[α-cyclopropyl-4-(methoxycarbonyl)benzyl]-N-propylamino}thiazole is thus obtained. Run at temperature 40 celsius. Reaction SMILES: S(Cl)(Cl)=O.[Cl:5][C:6]1[CH:11]=[C:10]([Cl:12])[CH:9]=[CH:8][C:7]=1[C:13]1[N:14]=[C:15]([N:19]([CH:23]([CH2:33][CH2:34][CH3:35])[C:24]2[CH:29]=[CH:28][C:27]([C:30]([OH:32])=[O:31])=[CH:26][CH:25]=2)[CH2:20][CH2:21][CH3:22])[S:16][C:17]=1[CH3:18].[CH3:36]O>>[Cl:5][C:6]1[CH:11]=[C:10]([Cl:12])[CH:9]=[CH:8][C:7]=1[C:13]1[N:14]=[C:15]([N:19]([CH:23]([CH:33]2[CH2:35][CH2:34]2)[C:24]2[CH:25]=[CH:26][C:27]([C:30]([O:32][CH3:36])=[O:31])=[CH:28][CH:29]=2)[CH2:20][CH2:21][CH3:22])[S:16][C:17]=1[CH3:18]. The reactants are S(=O)(Cl)Cl (thionyl chloride), ClC1=C(C=CC(=C1)Cl)C=1N=C(SC1C)N(CCC)C(C1=CC=C(C=C1)C(=O)O)CCC (4-(2,4-dichlorophenyl)-5-methyl-2-[N-(α-propyl-4-carboxybenzyl)-N-propylamino]thiazole), CO (methanol). Product: ClC1=C(C=CC(=C1)Cl)C=1N=C(SC1C)N(CCC)C(C1=CC=C(C=C1)C(=O)OC)C1CC1 (4-(2,4-Dichlorophenyl)-5-methyl-2-{N-[α-cyclopropyl-4-(methoxycarbonyl)benzyl]-N-propylamino}thiazole). Isolated yield 79.0%. Starting materials: C(C)(C)[Mg]Cl (isopropylmagnesium chloride), CC1=C(C=C(C(=O)OC)C=C1)C=1C=C2C=CNC(C2=CC1)=O (4-methyl-3-(1-oxo-1,2-dihydro-isoquinolin-6-yl)-benzoic acid, methyl ester), CC1=C(C=C(C(=O)OC)C=C1)C=1C=C2C=CNC(C2=CC1)=O (4-methyl-3-(1-oxo-1,2-dihydro-isoquinolin-6-yl)-benzoic acid, methyl ester), C1(CC1)N (cyclopropylamine). Procedure: A solution of isopropylmagnesium chloride (2M, 0.4 mL) in THF was added dropwise to a stirred solution of 4-methyl-3-(1-oxo-1,2-dihydro-isoquinolin-6-yl)-benzoic acid, methyl ester (Intermediate 3) (76 mg) and cyclopropylamine (0.15 mL) in THF (2 mL). The mixture was stirred for 10 min., quenched with sat. aqueous NH4Cl and extracted into ethyl acetate. The organic phase was dried (Na2SO4) and concentrated in vacuo and the residue was purified by HPLC to give the title compound as a solid (40 mg... Solvent: C1CCOC1 (THF), C1CCOC1 (THF). Reaction SMILES: C([Mg]Cl)(C)C.[CH3:6][C:7]1[CH:16]=[CH:15][C:10]([C:11]([O:13]C)=O)=[CH:9][C:8]=1[C:17]1[CH:18]=[C:19]2[C:24](=[CH:25][CH:26]=1)[C:23](=[O:27])[NH:22][CH:21]=[CH:20]2.[CH:28]1([NH2:31])[CH2:30][CH2:29]1>C1COCC1>[CH:28]1([NH:31][C:11](=[O:13])[C:10]2[CH:15]=[CH:16][C:7]([CH3:6])=[C:8]([C:17]3[CH:26]=[C:25]4[C:24](=[CH:19][CH:18]=3)[C:23](=[O:27])[NH:22][CH:21]=[CH:20]4)[CH:9]=2)[CH2:30][CH2:29]1. Product: C1(CC1)NC(C1=CC(=C(C=C1)C)C=1C=C2C=CNC(C2=CC1)=O)=O (N-Cyclopropyl-4-methyl-3-(1-oxo-1,2-dihydro-isoquinolin-6-yl)-benzamide). Reaction conditions: time 10 minute.